The task is: describe an organic reaction: reactants, conditions, products, and yield. This data is from the Open Reaction Database (ORD), a public repository of structured organic reaction records. The reactants are OC=1C=C(C=CC1)C(C)=O (3'-hydroxyacetophenone), C[Si](C)(C)[N-][Si](C)(C)C.[Li+] (lithium bis(trimethylsilyl)amide), Cl[Si](C)(C)C (chlorotrimethylsilane), diethyl ester, C1(=CC=CC=C1)CSC(C(=O)O)C(=O)O ([(phenylmethyl)thio]propanedioic acid). Solvent: C1CCOC1 (THF). Product: OC1=C(C(OC(=C1)C1=CC(=CC=C1)O)=O)SCC1=CC=CC=C1 (4-Hydroxy-6-(3-hydroxyphenyl)-3-[(phenylmethyl)thio]-2H-pyran-2-one). RXN SMILES: [OH:1][C:2]1[CH:3]=[C:4]([C:8](=[O:10])[CH3:9])[CH:5]=[CH:6][CH:7]=1.C[Si]([N-][Si](C)(C)C)(C)C.[Li+].Cl[Si](C)(C)C.[C:26]1([CH2:32][S:33][CH:34]([C:38](O)=[O:39])[C:35](O)=[O:36])[CH:31]=[CH:30][CH:29]=[CH:28][CH:27]=1>C1COCC1>[OH:39][C:38]1[CH:9]=[C:8]([C:4]2[CH:5]=[CH:6][CH:7]=[C:2]([OH:1])[CH:3]=2)[O:10][C:35](=[O:36])[C:34]=1[S:33][CH2:32][C:26]1[CH:31]=[CH:30][CH:29]=[CH:28][CH:27]=1 |f:1.2|. Procedure details: The title compound was prepared by Method A using 3'-hydroxyacetophenone (0.722 g, 5.31 mmol), lithium bis(trimethylsilyl)amide (1.95 g, 11.6 mmol), chlorotrimethylsilane (1.48 mL, 11.6 mmol), THF (116 mL), and diethyl ester of [(phenylmethyl)thio]propanedioic acid (1.00 g, 3.54 mmol). m.p. dec. 185° C.; 1H NMR (400 MHz, DMSO-d6) δ4.00 (s, 2 H), 6.66 (s, 1 H), 6.92 (m, 1 H), 7.21 (m, 7 H), 7.32 (m, 1 H). Starting materials: C(CC(=O)C)(=O)OCCN(C)CC1=CC=CC=C1 (2-(N-benzyl-N-methylamino)ethyl acetoacetate), [N+](=O)([O-])C=1C=C(C=C(C(=O)OCC2CC2)C(=O)C)C=CC1 (cyclopropylmethyl 2-(3-nitrobenzylidene)acetoacetate), N (ammonia). Run in C(C)O (ethanol). Reaction conditions: time 8 hour. Product: CC=1NC(=C(C(C1C(=O)OCC1CC1)C1=CC(=CC=C1)[N+](=O)[O-])C(=O)OCCN(C)CC1=CC=CC=C1)C (3-cyclopropylmethyl 5-[2-(N-benzyl-N-methylamino)ethyl] 1,4-dihydro-2,6-dimethyl-4-(3-nitrophenyl)pyridine-3,5-dicarboxylate). Yield: 42.1%. RXN SMILES: [C:1]([O:7][CH2:8][CH2:9][N:10]([CH2:12][C:13]1[CH:18]=[CH:17][CH:16]=[CH:15][CH:14]=1)[CH3:11])(=[O:6])[CH2:2][C:3]([CH3:5])=O.[N+:19]([C:22]1[CH:23]=[C:24]([CH:37]=[CH:38][CH:39]=1)[CH:25]=[C:26]([C:34]([CH3:36])=O)[C:27]([O:29][CH2:30][CH:31]1[CH2:33][CH2:32]1)=[O:28])([O-:21])=[O:20].[NH3:40]>C(O)C>[CH3:36][C:34]1[NH:40][C:3]([CH3:5])=[C:2]([C:1]([O:7][CH2:8][CH2:9][N:10]([CH2:12][C:13]2[CH:18]=[CH:17][CH:16]=[CH:15][CH:14]=2)[CH3:11])=[O:6])[CH:25]([C:24]2[CH:37]=[CH:38][CH:39]=[C:22]([N+:19]([O-:21])=[O:20])[CH:23]=2)[C:26]=1[C:27]([O:29][CH2:30][CH:31]1[CH2:33][CH2:32]1)=[O:28]. Procedure: A mixture of 4.0 g (16 mmol) of 2-(N-benzyl-N-methylamino)ethyl acetoacetate, 4.6 g (16 mmol) of cyclopropylmethyl 2-(3-nitrobenzylidene)acetoacetate, 1.12 ml of 28% aqueous ammonia and 40 ml of ethanol was stirred at the reflux temperature for 8 hours, and then the solvent was removed under reduced pressure. The residue was chromatographed on silica gel column to afford 3-cyclopropylmethyl 5-[2-(N-benzyl-N-methylamino)ethyl] 1,4-dihydro-2,6-dimethyl-4-(3-nitrophenyl)pyridine-3,5-dicarboxylate (... Starting materials: C(Cl)C1CO1 (epichlorohydrin), C(C1CO1)OC1=C(C2=CC=CC=C2C=C1)C=O (2-(glycidyloxy)-1-naphthoaldehyde), O.O.O.C(C)(=O)[O-].[Na+] (sodium acetate trihydrate), Cl.NO (hydroxylamine hydrochloride). The solvent is C(C)O (ethanol), O (water), C(C)O (ethanol), C(C)O (ethanol), O (water). Reaction conditions: time 4 hour. Yields the product C(C1CO1)OC1=C(C2=CC=CC=C2C=C1)C=NO (2-(glycidyloxy)-1-naphthoaldehyde oxime). Yield: 100.2%. Reaction SMILES: C(C1OC1)Cl.[CH2:6]([O:10][C:11]1[CH:20]=[CH:19][C:18]2[C:13](=[CH:14][CH:15]=[CH:16][CH:17]=2)[C:12]=1[CH:21]=O)[CH:7]1[O:9][CH2:8]1.[OH2:23].O.O.C([O-])(=O)C.[Na+].Cl.[NH2:32]O>C(O)C.O>[CH2:6]([O:10][C:11]1[CH:20]=[CH:19][C:18]2[C:13](=[CH:14][CH:15]=[CH:16][CH:17]=2)[C:12]=1[CH:21]=[N:32][OH:23])[CH:7]1[O:9][CH2:8]1 |f:2.3.4.5.6,7.8|. Procedure details: As shown in Chemical Formula 2, an ethanol solution in which 5.03 g (22.0 mmol) of 2-(glycidyloxy)-1-naphthoaldehyde (3) was thoroughly dissolved in 110 mL of ethanol was prepared. Separately, an aqueous solution in which 4.48 g (32.9 mmol) of sodium acetate trihydrate and 2.29 g (32.9 mmol) of hydroxylamine hydrochloride were dissolved in 110 mL of water was prepared. The aqueous solution was added to the ethanol solution and the resultant reaction mixture was stirred at room temperature for 4 ... The reactants are CCO, CCOC(=O)c1ccc(C(CC2CCOCC2)c2ccc(S(=O)(=O)C3CC3)cc2)[nH]1, [Na+], C1CCOC1, [OH-]. Product: O=C(O)c1ccc(C(CC2CCOCC2)c2ccc(S(=O)(=O)C3CC3)cc2)[nH]1. As a reaction SMILES: [CH3:31][CH2:32][OH:33].[CH:1]1([S:4](=[O:5])(=[O:6])[c:7]2[cH:8][cH:9][c:10]([CH:13]([CH2:14][CH:15]3[CH2:16][CH2:17][O:18][CH2:19][CH2:20]3)[c:21]3[cH:22][cH:23][c:24]([C:26](=[O:27])[O:28][CH2:29][CH3:30])[nH:25]3)[cH:11][cH:12]2)[CH2:2][CH2:3]1.[Na+:35].[O:36]1[CH2:37][CH2:38][CH2:39][CH2:40]1.[OH-:34]>>[CH:1]1([S:4](=[O:5])(=[O:6])[c:7]2[cH:8][cH:9][c:10]([CH:13]([CH2:14][CH:15]3[CH2:16][CH2:17][O:18][CH2:19][CH2:20]3)[c:21]3[cH:22][cH:23][c:24]([C:26](=[O:27])[OH:28])[nH:25]3)[cH:11][cH:12]2)[CH2:2][CH2:3]1. As a reaction SMILES: [NH:1]1[CH:5]=[N:4][CH:3]=[N:2]1.[H-].[Na+].[CH2:8]([C:10]1[C:18]2[C:13](=[CH:14][CH:15]=[CH:16][C:17]=2[NH:19][C:20]([C:22]2[N:26]3[CH:27]=[CH:28][C:29](F)=[CH:30][C:25]3=[N:24][CH:23]=2)=[O:21])[N:12]([CH2:32][C:33]2[CH:37]=[CH:36][N:35]([CH2:38][CH3:39])[N:34]=2)[N:11]=1)[CH3:9]>C1OCCOC1.CN(C)C=O>[CH2:8]([C:10]1[C:18]2[C:13](=[CH:14][CH:15]=[CH:16][C:17]=2[NH:19][C:20]([C:22]2[N:26]3[CH:27]=[CH:28][C:29]([N:1]4[CH:5]=[N:4][CH:3]=[N:2]4)=[CH:30][C:25]3=[N:24][CH:23]=2)=[O:21])[N:12]([CH2:32][C:33]2[CH:37]=[CH:36][N:35]([CH2:38][CH3:39])[N:34]=2)[N:11]=1)[CH3:9] |f:1.2|. The solvent is C1COCCO1 (4-dioxane), CN(C=O)C (N,N-dimethylformamide). Product: C(C)C1=NN(C2=CC=CC(=C12)NC(=O)C1=CN=C2N1C=CC(=C2)N2N=CN=C2)CC2=NN(C=C2)CC (N-(3-ethyl-1-((1-ethyl-1H-pyrazol-3-yl)methyl)-1H-indazol-4-yl)-7-(1H-1,2,4-triazol-1-yl)imidazo[1,2-a]pyridine-3-carboxamide). Conditions: time 30 minute. Reactants: [H-].[Na+] (sodium hydride), N1N=CN=C1 (1H-1,2,4-triazole), C(C)C1=NN(C2=CC=CC(=C12)NC(=O)C1=CN=C2N1C=CC(=C2)F)CC2=NN(C=C2)CC (N-(3-Ethyl-1-((1-ethyl-1H-pyrazol-3-yl)methyl)-1H-indazol-4-yl)-7-fluoroimidazo[1,2-a]pyridine-3-carboxamide). Reported procedure: 1H-1,2,4-triazole was dissolved in 4-dioxane and treated with sodium hydride (20 mg, 0.48 mmol, 60% dispersion in mineral oil) with stirring at ambient temperature for 30 minutes. N-(3-Ethyl-1-((1-ethyl-1H-pyrazol-3-yl)methyl)-1H-indazol-4-yl)-7-fluoroimidazo[1,2-a]pyridine-3-carboxamide (35 mg, 0.08 mmol) was added as a solution in N,N-dimethylformamide. The mixture was heated to 98° C. and stirred for 2 days. The mixture was quenched by the addition of water. A precipitate formed and the solid... Reactants: O=C(n1ccnc1)n1ccnc1, CN(C)C=O, NS(=O)(=O)C1CC1, CC1(C)Cc2c(C(=O)O)ccc(Cl)c2NC1c1cccc(N2CCOCC2)c1, [H-], [Na+]. Yields the product CC1(C)Cc2c(C(=O)NS(=O)(=O)C3CC3)ccc(Cl)c2NC1c1cccc(N2CCOCC2)c1. RXN SMILES: [C:38]([n:39]1[cH:40][cH:41][n:42][cH:43]1)([n:44]1[cH:45][cH:46][n:47][cH:48]1)=[O:49].[CH3:50][N:51]([CH3:52])[CH:53]=[O:54].[CH:3]1([S:6](=[O:7])(=[O:8])[NH2:9])[CH2:4][CH2:5]1.[Cl:10][c:11]1[cH:12][cH:13][c:14]([C:35](=[O:36])[OH:37])[c:15]2[c:20]1[NH:19][CH:18]([c:21]1[cH:22][c:23]([N:27]3[CH2:28][CH2:29][O:30][CH2:31][CH2:32]3)[cH:24][cH:25][cH:26]1)[C:17]([CH3:33])([CH3:34])[CH2:16]2.[H-:1].[Na+:2]>>[CH:3]1([S:6](=[O:7])(=[O:8])[NH:9][C:35]([c:14]2[cH:13][cH:12][c:11]([Cl:10])[c:20]3[c:15]2[CH2:16][C:17]([CH3:33])([CH3:34])[CH:18]([c:21]2[cH:22][c:23]([N:27]4[CH2:28][CH2:29][O:30][CH2:31][CH2:32]4)[cH:24][cH:25][cH:26]2)[NH:19]3)=[O:36])[CH2:4][CH2:5]1. The reactants are CCN(CC)C(=O)c1ccccc1O, Clc1ccc(-c2ccc(C#Cc3ccc(I)cc3)nc2)cc1, [Cu]I, [K+], [K+], [K+], CC(C)(C)OC(=O)N1CCCC1CN, N, CN(C)C=O, O, O=P([O-])([O-])[O-]. The product is CC(C)(C)OC(=O)N1CCCC1CNc1ccc(C#Cc2ccc(-c3ccc(Cl)cc3)cn2)cc1. As a reaction SMILES: [CH2:46]([N:47]([CH2:48][CH3:49])[C:50](=[O:51])[c:52]1[c:53]([OH:58])[cH:54][cH:55][cH:56][cH:57]1)[CH3:59].[Cl:10][c:11]1[cH:12][cH:13][c:14](-[c:17]2[cH:18][cH:19][c:20]([C:23]#[C:24][c:25]3[cH:26][cH:27][c:28]([I:31])[cH:29][cH:30]3)[n:21][cH:22]2)[cH:15][cH:16]1.[Cu:66][I:67].[K+:7].[K+:8].[K+:9].[NH2:32][CH2:33][CH:34]1[N:35]([C:39](=[O:40])[O:41][C:42]([CH3:43])([CH3:44])[CH3:45])[CH2:36][CH2:37][CH2:38]1.[NH3:60].[O:61]=[CH:62][N:63]([CH3:64])[CH3:65].[OH2:1].[P:2]([O-:3])([O-:4])([O-:5])=[O:6]>>[Cl:10][c:11]1[cH:12][cH:13][c:14](-[c:17]2[cH:18][cH:19][c:20]([C:23]#[C:24][c:25]3[cH:26][cH:27][c:28]([NH:32][CH2:33][CH:34]4[N:35]([C:39](=[O:40])[O:41][C:42]([CH3:43])([CH3:44])[CH3:45])[CH2:36][CH2:37][CH2:38]4)[cH:29][cH:30]3)[n:21][cH:22]2)[cH:15][cH:16]1. Reactants: [Cl-].C(C)(C)(C)OC1=CC=C(C=C1)[S+](C1=CC=CC=C1)C1=CC=CC=C1 ((4-tert-butoxyphenyl)diphenylsulfonium chloride), C([O-])([O-])=O.[Pb+2] (lead carbonate), FC(CS(=O)(=O)O)(F)F (2,2,2-trifluoroethanesulfonic acid). Solvent: CO (methanol). Reaction conditions: temperature 40 celsius. Product: FC(CS(=O)(=O)[O-])(F)F.C(C)(C)(C)OC1=CC=C(C=C1)[S+](C1=CC=CC=C1)C1=CC=CC=C1 ((4-tert-butoxyphenyl)diphenylsulfonium 2,2,2-trifluoroethanesulfonate). Isolated yield 69.1%. Reaction SMILES: [Cl-].[C:2]([O:6][C:7]1[CH:12]=[CH:11][C:10]([S+:13]([C:20]2[CH:25]=[CH:24][CH:23]=[CH:22][CH:21]=2)[C:14]2[CH:19]=[CH:18][CH:17]=[CH:16][CH:15]=2)=[CH:9][CH:8]=1)([CH3:5])([CH3:4])[CH3:3].C(=O)([O-])[O-].[Pb+2].[F:31][C:32]([F:39])([F:38])[CH2:33][S:34]([OH:37])(=[O:36])=[O:35]>CO>[F:31][C:32]([F:39])([F:38])[CH2:33][S:34]([O-:37])(=[O:36])=[O:35].[C:2]([O:6][C:7]1[CH:12]=[CH:11][C:10]([S+:13]([C:20]2[CH:25]=[CH:24][CH:23]=[CH:22][CH:21]=2)[C:14]2[CH:15]=[CH:16][CH:17]=[CH:18][CH:19]=2)=[CH:9][CH:8]=1)([CH3:5])([CH3:3])[CH3:4] |f:0.1,2.3,6.7|. Reported procedure: In 36 g of methanol was dissolved 3.3 g (0.009 mol) of (4-tert-butoxyphenyl)diphenylsulfonium chloride. 1.7 g (0.0063 mol) of lead carbonate and 1.6 g (0.010 mol) of 2,2,2-trifluoroethanesulfonic acid were added to the solution, which was heated at 40° C. After cooling, the precipitate was filtered off and the filtrate was evaporated. 100 g of chloroform was added to the residue, the solution was washed with 100 g of water, and evaporated again, obtaining 3.1 g (two-steps yield 50%) of (4-tert-b... Starting materials: N1CCC(CC1)=O (4-piperidone), ClCCCCCOCC1=CC=CC=C1 (1-chloro-5-benzyloxypentane). Product: C(C1=CC=CC=C1)OCCCCCN1CCC(CC1)=O (1-(5-Benzyloxypentyl)4-piperidone). RXN SMILES: [NH:1]1[CH2:6][CH2:5][C:4](=[O:7])[CH2:3][CH2:2]1.Cl[CH2:9][CH2:10][CH2:11][CH2:12][CH2:13][O:14][CH2:15][C:16]1[CH:21]=[CH:20][CH:19]=[CH:18][CH:17]=1>>[CH2:15]([O:14][CH2:13][CH2:12][CH2:11][CH2:10][CH2:9][N:1]1[CH2:6][CH2:5][C:4](=[O:7])[CH2:3][CH2:2]1)[C:16]1[CH:21]=[CH:20][CH:19]=[CH:18][CH:17]=1. Procedure details: 1-(5-Benzyloxypentyl)4-piperidone is prepared from 4-piperidone and 1-chloro-5-benzyloxypentane essentially as described above in Example 38, Scheme C, step a. Starting materials: CC(=O)N1CCc2ccc([N+](=O)[O-])cc21, CCOC(C)=O. The product is CC(=O)N1CCc2ccc(N)cc21. As a reaction SMILES: [C:1]([CH3:2])(=[O:3])[N:4]1[CH2:5][CH2:6][c:7]2[cH:8][cH:9][c:10]([N+:13]([O-:14])=[O:15])[cH:11][c:12]21.[CH3:16][CH2:17][O:18][C:19]([CH3:20])=[O:21]>>[C:1]([CH3:2])(=[O:3])[N:4]1[CH2:5][CH2:6][c:7]2[cH:8][cH:9][c:10]([NH2:13])[cH:11][c:12]21.